Task: describe an organic reaction: reactants, conditions, products, and yield. Dataset: the Open Reaction Database (ORD), a public repository of structured organic reaction records Reactants: 7-[2-(6-{4-cyano-phen-1-yl}-3H-imidazo[4,5-b]pyridin-2-yl)-ethyl]-azepan-2-thione, COC=1C=CC(=CC1)P2(=S)SP(=S)(S2)C=3C=CC(=CC3)OC (Lawesson's reagent), compound A2, CN(S(=O)(=O)C1=CC=C(C=C1)C=1C=C2C(=NC1)NC(=N2)CCC2NC(CCCC2)=O)CC2OCCC2 (N-methyl-4-{2-[2-(7-oxo-azepan-2-yl)-ethyl]-3H-imidazo[4,5-b]pyridin-6-yl}-N-(tetrahydro-furan-2-ylmethyl)-benzenesulfonamide). The product is CN(S(=O)(=O)C1=CC=C(C=C1)C=1C=C2C(=NC1)NC(=N2)CCC2NC(CCCC2)=S)CC2OCCC2 (N-Methyl-N-(tetrahydro-furan-2-ylmethyl)-4-{2-[2-(7-thioxo-azepan-2-yl)-ethyl]-3H-imidazo[4,5-b]pyridin-6-yl}-benzenesulfonamide). Isolated yield 95.4%. As a reaction SMILES: [CH3:1][N:2]([CH2:31][CH:32]1[CH2:36][CH2:35][CH2:34][O:33]1)[S:3]([C:6]1[CH:11]=[CH:10][C:9]([C:12]2[CH:13]=[C:14]3[N:20]=[C:19]([CH2:21][CH2:22][CH:23]4[CH2:29][CH2:28][CH2:27][CH2:26][C:25](=O)[NH:24]4)[NH:18][C:15]3=[N:16][CH:17]=2)=[CH:8][CH:7]=1)(=[O:5])=[O:4].COC1C=CC(P2(SP(C3C=CC(OC)=CC=3)(=S)S2)=[S:46])=CC=1>>[CH3:1][N:2]([CH2:31][CH:32]1[CH2:36][CH2:35][CH2:34][O:33]1)[S:3]([C:6]1[CH:11]=[CH:10][C:9]([C:12]2[CH:13]=[C:14]3[N:20]=[C:19]([CH2:21][CH2:22][CH:23]4[CH2:29][CH2:28][CH2:27][CH2:26][C:25](=[S:46])[NH:24]4)[NH:18][C:15]3=[N:16][CH:17]=2)=[CH:8][CH:7]=1)(=[O:5])=[O:4]. Reported procedure: The title compound is synthesized as described for 7-[2-(6-{4-cyano-phen-1-yl}-3H-imidazo[4,5-b]pyridin-2-yl)-ethyl]-azepan-2-thione (compound A2) from 125 mg of N-methyl-4-{2-[2-(7-oxo-azepan-2-yl)-ethyl]-3H-imidazo[4,5-b]pyridin-6-yl}-N-(tetrahydro-furan-2-ylmethyl)-benzenesulfonamide (compound B10) and 104 mg of Lawesson's reagent. Purification by chromatography on flash silica gel (eluent gradient: dichloromethane/0-10 vol. % ethanol) affords 123 mg of the title compound as a waxy solid. ESI... Reactants: c1ccc(COc2ccc(-c3ncoc3-c3ccncc3)cc2)cc1, CO, O=C[O-], [NH4+]. The product is Oc1ccc(-c2ncoc2-c2ccncc2)cc1. Reaction SMILES: [CH2:1]([c:2]1[cH:3][cH:4][cH:5][cH:6][cH:7]1)[O:8][c:9]1[cH:10][cH:11][c:12](-[c:15]2[n:16][cH:17][o:18][c:19]2-[c:20]2[cH:21][cH:22][n:23][cH:24][cH:25]2)[cH:13][cH:14]1.[CH3:30][OH:31].[CH:26]([O-:27])=[O:28].[NH4+:29]>>[OH:8][c:9]1[cH:10][cH:11][c:12](-[c:15]2[n:16][cH:17][o:18][c:19]2-[c:20]2[cH:21][cH:22][n:23][cH:24][cH:25]2)[cH:13][cH:14]1.